Dataset: the Open Reaction Database (ORD), a public repository of structured organic reaction records. Task: describe an organic reaction: reactants, conditions, products, and yield Reactants: O=C(O)Cc1cc(O)cc(Cl)c1, O=S(=O)(c1ccc(F)cc1)c1ccc(F)c(F)c1. The product is O=C(O)Cc1cc(Cl)cc(Oc2ccc(S(=O)(=O)c3ccc(F)cc3)cc2F)c1. RXN SMILES: [Cl:1][c:2]1[cH:3][c:4]([CH2:9][C:10](=[O:11])[OH:12])[cH:5][c:6]([OH:8])[cH:7]1.[F:13][c:14]1[c:15]([F:30])[cH:16][c:17]([S:20](=[O:21])(=[O:22])[c:23]2[cH:24][cH:25][c:26]([F:29])[cH:27][cH:28]2)[cH:18][cH:19]1>>[Cl:1][c:2]1[cH:3][c:4]([CH2:9][C:10](=[O:11])[OH:12])[cH:5][c:6]([O:8][c:14]2[c:15]([F:30])[cH:16][c:17]([S:20](=[O:21])(=[O:22])[c:23]3[cH:24][cH:25][c:26]([F:29])[cH:27][cH:28]3)[cH:18][cH:19]2)[cH:7]1. Reactants: O=C1Cc2cccc(OCc3ccccc3)c2N1, C1CCOC1, COc1cc2c(Cl)ncnc2cc1OCCCN1CCOCC1, [H-], [Na+], CN(C)C=O. Yields the product COc1cc2c(C3C(=O)Nc4c(OCc5ccccc5)cccc43)ncnc2cc1OCCCN1CCOCC1. As a reaction SMILES: [CH2:3]([c:4]1[cH:5][cH:6][cH:7][cH:8][cH:9]1)[O:10][c:11]1[cH:12][cH:13][cH:14][c:15]2[c:19]1[NH:18][C:17](=[O:20])[CH2:16]2.[CH2:49]1[O:50][CH2:51][CH2:52][CH2:53]1.[Cl:21][c:22]1[n:23][cH:24][n:25][c:26]2[cH:27][c:28]([O:34][CH2:35][CH2:36][CH2:37][N:38]3[CH2:39][CH2:40][O:41][CH2:42][CH2:43]3)[c:29]([O:32][CH3:33])[cH:30][c:31]12.[H-:1].[Na+:2].[O:44]=[CH:45][N:46]([CH3:47])[CH3:48]>>[CH2:3]([c:4]1[cH:5][cH:6][cH:7][cH:8][cH:9]1)[O:10][c:11]1[cH:12][cH:13][cH:14][c:15]2[c:19]1[NH:18][C:17](=[O:20])[CH:16]2[c:22]1[n:23][cH:24][n:25][c:26]2[cH:27][c:28]([O:34][CH2:35][CH2:36][CH2:37][N:38]3[CH2:39][CH2:40][O:41][CH2:42][CH2:43]3)[c:29]([O:32][CH3:33])[cH:30][c:31]12. The reactants are CS(=O)(=O)Nn1c(=O)[nH]c2cc([N+](=O)[O-])c(F)cc2c1=O, NCCN1CCOCC1. The product is CS(=O)(=O)Nn1c(=O)[nH]c2cc([N+](=O)[O-])c(NCCN3CCOCC3)cc2c1=O. RXN SMILES: [F:1][c:2]1[cH:3][c:4]2[c:5](=[O:21])[n:6]([NH:16][S:17](=[O:18])(=[O:19])[CH3:20])[c:7](=[O:15])[nH:8][c:9]2[cH:10][c:11]1[N+:12](=[O:13])[O-:14].[O:22]1[CH2:23][CH2:24][N:25]([CH2:28][CH2:29][NH2:30])[CH2:26][CH2:27]1>>[c:2]1([NH:30][CH2:29][CH2:28][N:25]2[CH2:24][CH2:23][O:22][CH2:27][CH2:26]2)[cH:3][c:4]2[c:5](=[O:21])[n:6]([NH:16][S:17](=[O:18])(=[O:19])[CH3:20])[c:7](=[O:15])[nH:8][c:9]2[cH:10][c:11]1[N+:12](=[O:13])[O-:14]. Reactants: [Si](C)(C)(C(C)(C)C)OCCN1C(N(C(C2=CC=CC=C12)C1=CC=CC=C1)C1CCN(CC1)CC1=CC(=CC=C1)CO)=O (1-(2-tert-Butyldimethylsilyloxyethyl)-3-[1-(3-hydroxymethylbenzyl)piperidin-4-yl]-4-phenyl-3,4-dihydro-2(1H)-quinazolinone). The solvent is O1CCCC1 (tetrahydrofuran), [F-].C(CCC)[N+](CCCC)(CCCC)CCCC.O1CCCC1 (tetrabutylammonium fluoride THF), [Cl-].[Na+].O (brine). Conditions: time 30 minute. Yields the product OCCN1C(N(C(C2=CC=CC=C12)C1=CC=CC=C1)C1CCN(CC1)CC1=CC(=CC=C1)CO)=O (1-(2-Hydroxyethyl)-3-[1-(3-hydroxymethylbenzyl)piperidin-4-yl]-4-phenyl-3,4-dihydro-2(1H)-quinazolinone). As a reaction SMILES: [Si]([O:8][CH2:9][CH2:10][N:11]1[C:20]2[C:15](=[CH:16][CH:17]=[CH:18][CH:19]=2)[CH:14]([C:21]2[CH:26]=[CH:25][CH:24]=[CH:23][CH:22]=2)[N:13]([CH:27]2[CH2:32][CH2:31][N:30]([CH2:33][C:34]3[CH:39]=[CH:38][CH:37]=[C:36]([CH2:40][OH:41])[CH:35]=3)[CH2:29][CH2:28]2)[C:12]1=[O:42])(C(C)(C)C)(C)C>O1CCCC1.[F-].C([N+](CCCC)(CCCC)CCCC)CCC.O1CCCC1.[Cl-].[Na+].O>[OH:8][CH2:9][CH2:10][N:11]1[C:20]2[C:15](=[CH:16][CH:17]=[CH:18][CH:19]=2)[CH:14]([C:21]2[CH:22]=[CH:23][CH:24]=[CH:25][CH:26]=2)[N:13]([CH:27]2[CH2:32][CH2:31][N:30]([CH2:33][C:34]3[CH:39]=[CH:38][CH:37]=[C:36]([CH2:40][OH:41])[CH:35]=3)[CH2:29][CH2:28]2)[C:12]1=[O:42] |f:2.3.4,5.6.7|. Procedure details: To a solution of the oil obtained by (a) in 2 ml of tetrahydrofuran (THF), 0.31 ml of 1N tetrabutylammonium fluoride/THF solution was added and stirred for 30 minutes at room temperature. Saturated brine was added thereto and the reaction mixture was extracted with ethyl acetate and dried over anhydrous sodium sulfate. After the solvent was evaporated under reduced pressure, the obtained residue was purified by silica gel column chromatography (chloroform—5% methanol/chloroform) to give 63 mg (0... The reactants are C(CC(O)(C(=O)O)CC(=O)O)(=O)O (citric acid), Cl.C(C)OC(CNCC#C)=O (propargyl glycine ethyl ester hydrochloride), C(C)(C)N(CC)C(C)C (diisopropylethylamine), C(CCC)S(=O)(=O)Cl (butanesulfonyl chloride). Product: C(CCC)S(=O)(=O)NC(C(=O)OCC)CC#C (2-(Butanesulfonylamino)pent-4-ynoic acid, ethyl ester). Procedure details: A solution of propargyl glycine ethyl ester hydrochloride (from treatment of 2.0 g (17.7 mmol) with EtOH/HCl at reflux) in CH2Cl12 (30 μl) and 10 ml (57 mmol) diisopropylethylamine was cooled to 0° C. and 35 ml of butanesulfonyl chloride added dropwise. After 30 minutes, reaction mixture was poured into the cold 10% citric acid solution and saturated with ether. The organic phase was washed with NaHCO3 solution, brine and dried (MgSO4). The crude product was purified by flash column chromatograp... Solvent: CCOCC (ether), CH2Cl12. RXN SMILES: Cl.[CH2:2]([O:4][C:5](=[O:11])[CH2:6][NH:7]CC#C)[CH3:3].C(N([CH:18]([CH3:20])[CH3:19])CC)(C)C.[CH2:21]([S:25](Cl)(=[O:27])=[O:26])[CH2:22][CH2:23][CH3:24].C(O)(=O)CC(CC(O)=O)(C(O)=O)O>CCOCC>[CH2:21]([S:25]([NH:7][CH:6]([CH2:20][C:18]#[CH:19])[C:5]([O:4][CH2:2][CH3:3])=[O:11])(=[O:27])=[O:26])[CH2:22][CH2:23][CH3:24] |f:0.1|. Reaction conditions: time 30 minute. Reactants: O=C1CCC2=CC(=CC=C12)N=C1SC[C@@H](N1)C(C)CC ((4S)-2-(1-oxo-5-indanylimino)-4-(2-butyl)-1,3-thiazolidine), C(C(C)C)Br (isobutyl bromide). Product: O=C1CCC2=CC(=CC=C12)N=C1SC[C@@H](N1CC(C)C)C(C)CC ((4S)-2-(1-oxo-5-indanylimino)-4-(2-butyl)-3-isobutyl-1,3-thiazolidine). RXN SMILES: [O:1]=[C:2]1[C:10]2[C:5](=[CH:6][C:7]([N:11]=[C:12]3[NH:16][C@@H:15]([CH:17]([CH2:19][CH3:20])[CH3:18])[CH2:14][S:13]3)=[CH:8][CH:9]=2)[CH2:4][CH2:3]1.[CH2:21](Br)[CH:22]([CH3:24])[CH3:23]>>[O:1]=[C:2]1[C:10]2[C:5](=[CH:6][C:7]([N:11]=[C:12]3[N:16]([CH2:21][CH:22]([CH3:24])[CH3:23])[C@@H:15]([CH:17]([CH2:19][CH3:20])[CH3:18])[CH2:14][S:13]3)=[CH:8][CH:9]=2)[CH2:4][CH2:3]1. Procedure details: (1S)-1-(Hydroxymethyl)-2-methylbutylamine was made from (L)-isoleucine methyl ester as described in Method B1b. The 2-hydroxyethylamine was converted to (1S)-1-(chloromethyl)-2-methylbutanammonium chloride as described in Method B7a. 5-Aminoindan-1-one was converted to 1-oxo-5-indanyl isothiocyanate according to Method A2a. The isothiocyanate was reacted with (1S)-1-(chloromethyl)-2-methylbutanammonium chloride to Method C1a to give (4S)-2-(1-oxo-5-indanylimino)-4-(2-butyl)-1,3-thiazolidine. The... Reactants: CN(CCCN)C(=O)OC(C)(C)C, C1COCCO1, O=C(Cl)OCC1c2ccccc2-c2ccccc21, [Na+], [Na+], O=C([O-])[O-], O. Product: CN(CCCNC(=O)OCC1c2ccccc2-c2ccccc21)C(=O)OC(C)(C)C. As a reaction SMILES: [C:1]([CH3:2])([CH3:3])([CH3:4])[O:5][C:6]([N:7]([CH3:8])[CH2:9][CH2:10][CH2:11][NH2:12])=[O:13].[CH2:39]1[O:40][CH2:41][CH2:42][O:43][CH2:44]1.[Cl:20][C:21](=[O:22])[O:23][CH2:24][CH:25]1[c:26]2[cH:27][cH:28][cH:29][cH:30][c:31]2-[c:32]2[cH:33][cH:34][cH:35][cH:36][c:37]21.[Na+:14].[Na+:15].[O-:16][C:17](=[O:18])[O-:19].[OH2:38]>>[C:1]([CH3:2])([CH3:3])([CH3:4])[O:5][C:6]([N:7]([CH3:8])[CH2:9][CH2:10][CH2:11][NH:12][C:21](=[O:22])[O:23][CH2:24][CH:25]1[c:26]2[cH:27][cH:28][cH:29][cH:30][c:31]2-[c:32]2[cH:33][cH:34][cH:35][cH:36][c:37]21)=[O:13]. The reactants are O=C(Cl)c1ccccc1, Cc1ccc2cnccc2c1N, CC(C)=O, CCO, N, [NH4+], N#C[S-]. Product: Cc1ccc2cnccc2c1NC(N)=S. Reaction SMILES: [C:5]([Cl:6])(=[O:7])[c:8]1[cH:9][cH:10][cH:11][cH:12][cH:13]1.[CH3:14][c:15]1[c:16]([NH2:25])[c:17]2[cH:18][cH:19][n:20][cH:21][c:22]2[cH:23][cH:24]1.[CH3:27][C:28](=[O:29])[CH3:30].[CH3:31][CH2:32][OH:33].[NH3:26].[NH4+:4].[S-:1][C:2]#[N:3]>>[S:1]=[C:2]([NH2:3])[NH:25][c:16]1[c:15]([CH3:14])[cH:24][cH:23][c:22]2[c:17]1[cH:18][cH:19][n:20][cH:21]2. Reactants: CC(C)(C)[O-].[K+] (t-BuOK), C1CCOC1 (THF), CN(C=1S[C@@H]2[C@H](N1)[C@H]([C@@H]([C@H](O2)C=O)OCC2=CC=C(C=C2)OC)OCC2=CC=C(C=C2)OC)C ((3aR,5S,6S,7R,7aR)-2-(dimethylamino)-6,7-bis(4-methoxybenzyloxy)-5,6,7,7a-tetrahydro-3aH-pyrano[3,2-d]thiazole-5-carbaldehyde). Conditions: temperature 0 celsius, time 3 hour. Product: COC1=CC=C(CO[C@H]2[C@@H]([C@H]3N=C(S[C@H]3O[C@@H]2\C=C\OC)N(C)C)OCC2=CC=C(C=C2)OC)C=C1 ((3aR,5R,6R,7R,7aR,E)-6,7-Bis(4-methoxybenzyloxy)-5-(2-methoxyvinyl)-N,N-dimethyl-5,6,7,7a-tetrahydro-3aH-pyrano[3,2-d]thiazol-2-amine). Isolated yield 14.0%. Reaction SMILES: CC([O-])(C)C.[K+].[CH3:7][N:8]([CH3:40])[C:9]1[S:10][C@H:11]2[O:17][C@H:16]([CH:18]=O)[C@@H:15]([O:20][CH2:21][C:22]3[CH:27]=[CH:26][C:25]([O:28][CH3:29])=[CH:24][CH:23]=3)[C@H:14]([O:30][CH2:31][C:32]3[CH:37]=[CH:36][C:35]([O:38][CH3:39])=[CH:34][CH:33]=3)[C@H:12]2[N:13]=1.C1[CH2:45][O:44][CH2:43]C1>>[CH3:29][O:28][C:25]1[CH:26]=[CH:27][C:22]([CH2:21][O:20][C@@H:15]2[C@@H:16](/[CH:18]=[CH:43]/[O:44][CH3:45])[O:17][C@H:11]3[C@H:12]([N:13]=[C:9]([N:8]([CH3:40])[CH3:7])[S:10]3)[C@H:14]2[O:30][CH2:31][C:32]2[CH:33]=[CH:34][C:35]([O:38][CH3:39])=[CH:36][CH:37]=2)=[CH:23][CH:24]=1 |f:0.1|. Reported procedure: A solution of Ph3PCH2OCH3Br (2.0 g, 5.90 mmol) in THF (30 mL) was treated with t-BuOK (645 mg, 5.76 mmol) at −10° C. for 30 min, and followed by addition of (3aR,5S,6S,7R,7aR)-2-(dimethylamino)-6,7-bis(4-methoxybenzyloxy)-5,6,7,7a-tetrahydro-3aH-pyrano[3,2-d]thiazole-5-carbaldehyde (700 mg, 1.37 mmol). After stirred for 3 h at 0° C., the resulting solution was quenched with ice-water (20 mL), and extracted with ethyl acetate (2×20 mL). The combined organic layers were dried over anhydrous magnes...